describe an organic reaction: reactants, conditions, products, and yield From a dataset of the Open Reaction Database (ORD), a public repository of structured organic reaction records. The reactants are O=C(C(=O)O)CC (2-keto-butyric acid), C(CC(C)C)(=O)N (isovaleramide), O (H2O). RXN SMILES: O=[C:2]([CH2:6][CH3:7])[C:3]([OH:5])=[O:4].[C:8]([NH2:14])(=[O:13])[CH2:9][CH:10]([CH3:12])[CH3:11].O>C1(C)C=CC=CC=1>[C:8]([NH:14]/[C:2](=[CH:6]\[CH3:7])/[C:3]([OH:5])=[O:4])(=[O:13])[CH2:9][CH:10]([CH3:12])[CH3:11]. The solvent is C1(=CC=CC=C1)C (toluene). Yields the product C(CC(C)C)(=O)N\C(\C(=O)O)=C/C (Z-2-Isovaleramido-2-butenoic Acid). Conditions: time 5 hour. Procedure details: A solution of 1.07 g (10.5 mmole) of 2-keto-butyric acid and 0.71 g (7.0 mmole) of isovaleramide in 15 ml of toluene was stirred under reflux with collection of H2O in a small Dean-Stark trap. After 5 hrs, the solution was cooled, resulting in fairly heavy crystallization. After standing, the solid was collected on a filter and washed with toluene and then with CH2Cl2. Yield of white crystals=0.47 g, mp 172°-174° (slight prelim. softening). The material was recrystallized from diisopropyl ketone... Starting materials: P(O)(O)(O)=O (phosphoric acid), [OH-].[Ca+2].[OH-] (calcium hydroxide), P(O)(O)(O)=O (phosphoric acid), C(CCCCC)(=O)O (caproic acid), OC[C@H](O)[C@@H](O)[C@H](O)[C@H](O)CO (sorbitol), P(O)(O)(O)=O (Phosphoric acid). Conditions: time 24 hour. The product is C(CCCCC)(=O)O.OC[C@H](O)[C@@H](O)[C@H](O)[C@H](O)CO (Sorbitol caproate). As a reaction SMILES: [C:1]([OH:8])(=[O:7])[CH2:2][CH2:3][CH2:4][CH2:5][CH3:6].[OH:9][CH2:10][C@@H:11]([C@H:13]([C@@H:15]([C@@H:17]([CH2:19][OH:20])[OH:18])[OH:16])[OH:14])[OH:12].P(=O)(O)(O)O.[OH-].[Ca+2].[OH-]>>[C:1]([OH:8])(=[O:7])[CH2:2][CH2:3][CH2:4][CH2:5][CH3:6].[OH:20][CH2:19][C@@H:17]([C@H:15]([C@@H:13]([C@@H:11]([CH2:10][OH:9])[OH:12])[OH:14])[OH:16])[OH:18] |f:3.4.5,6.7|. Reported procedure: Sorbitol caproate was prepared by adding 348.48 grams of caproic acid and 546.51 grams of sorbitol to a 2-liter round bottom flask with a mechanical stirrer, heating mantle and temperature controller. Phosphoric acid was used as the catalyst and 39.12 grams of 75% phosphoric acid was added to the reaction. The temperature was set for 150° C. and the pressure was atmospheric pressure. The total reaction time was 24 hours. After 24 hours the phosphoric acid was neutralized with 32.90 grams of calc... Reactants: CC(C)(C)[O-], CC(C)(C)OC(=O)N1CCC2CNC2C1, Clc1cc(I)cnc1Cl, [Na+], O=C(C=Cc1ccccc1)C=Cc1ccccc1, O=C(C=Cc1ccccc1)C=Cc1ccccc1, O=C(C=Cc1ccccc1)C=Cc1ccccc1, [Pd], [Pd], c1ccc(P(c2ccccc2)c2ccc3ccccc3c2-c2c(P(c3ccccc3)c3ccccc3)ccc3ccccc23)cc1. The product is CC(C)(C)OC(=O)N1CCC2CN(c3cnc(Cl)c(Cl)c3)C2C1. As a reaction SMILES: [CH3:71][C:72]([CH3:73])([O-:74])[CH3:75].[CH:1]12[CH2:2][N:3]([C:9](=[O:10])[O:11][C:12]([CH3:13])([CH3:14])[CH3:15])[CH2:4][CH2:5][CH:6]1[CH2:7][NH:8]2.[Cl:62][c:63]1[n:64][cH:65][c:66]([I:70])[cH:67][c:68]1[Cl:69].[Na+:76].[O:115]=[C:116]([CH:117]=[CH:118][c:119]1[cH:120][cH:121][cH:122][cH:123][cH:124]1)[CH:125]=[CH:126][c:127]1[cH:128][cH:129][cH:130][cH:131][cH:132]1.[O:79]=[C:80]([CH:81]=[CH:82][c:83]1[cH:84][cH:85][cH:86][cH:87][cH:88]1)[CH:89]=[CH:90][c:91]1[cH:92][cH:93][cH:94][cH:95][cH:96]1.[O:97]=[C:98]([CH:99]=[CH:100][c:101]1[cH:102][cH:103][cH:104][cH:105][cH:106]1)[CH:107]=[CH:108][c:109]1[cH:110][cH:111][cH:112][cH:113][cH:114]1.[Pd:77].[Pd:78].[cH:16]1[cH:17][cH:18][c:19]([P:20]([c:21]2[cH:22][cH:23][c:24]3[c:25]([cH:26][cH:27][cH:28][cH:29]3)[c:30]2-[c:31]2[c:32]3[c:33]([cH:34][cH:35][cH:36][cH:37]3)[cH:38][cH:39][c:40]2[P:41]([c:42]2[cH:43][cH:44][cH:45][cH:46][cH:47]2)[c:48]2[cH:49][cH:50][cH:51][cH:52][cH:53]2)[c:54]2[cH:55][cH:56][cH:57][cH:58][cH:59]2)[cH:60][cH:61]1>>[CH:1]12[CH2:2][N:3]([C:9](=[O:10])[O:11][C:12]([CH3:13])([CH3:14])[CH3:15])[CH2:4][CH2:5][CH:6]1[CH2:7][N:8]2[c:66]1[cH:65][n:64][c:63]([Cl:62])[c:68]([Cl:69])[cH:67]1. Starting materials: [H][H] (hydrogen), COC(C1=CC=C(C=C1)[N+](=O)[O-])=O.NCN1C=NC2=C1C=CC=C2 (3-aminomethylbenzimidazole-4 nitro benzoic acid methylester). The reagents and catalysts are [Pd] (Palladium on carbon). The solvent is CO (methanol). Run at time 16 hour. Yields the product NCN1C=NC2=C1C=CC=C2.COC(C1=CC=C(C=C1)N)=O (3-aminomethylbenzimidazole 4-aminobenzoic acid methyl ester). Isolated yield 96.0%. RXN SMILES: [CH3:1][O:2][C:3](=[O:13])[C:4]1[CH:9]=[CH:8][C:7]([N+:10]([O-])=O)=[CH:6][CH:5]=1.[NH2:14][CH2:15][N:16]1[C:20]2[CH:21]=[CH:22][CH:23]=[CH:24][C:19]=2[N:18]=[CH:17]1.[H][H]>[Pd].CO>[NH2:14][CH2:15][N:16]1[C:20]2[CH:21]=[CH:22][CH:23]=[CH:24][C:19]=2[N:18]=[CH:17]1.[CH3:1][O:2][C:3](=[O:13])[C:4]1[CH:9]=[CH:8][C:7]([NH2:10])=[CH:6][CH:5]=1 |f:0.1,5.6|. Procedure details: To a parr shaker under nitrogen atmosphere was charged 3-aminomethylbenzimidazole-4 nitro benzoic acid methylester (10 g, 0.037 mol, 1.0 eq) and 180 ml of methanol. To the slurry was charged 1 g of 10% Palladium on carbon This was placed under 55 psi hydrogen atmosphere and shaken for 16 hours. The reaction was removed under nitrogen atmosphere and filtered over a bed of celite under an atmosphere of nitrogen and the celite/Pd/c washed with 500 ml of methanol (degassed with nitrogen) and the com... Reactants: O1C(C(C=C1)=O)=O (furandione), C(CCC)P(=C1C(OC(C1)=O)=O)(CCCC)CCCC (3-Tri-n-Butylphosphoranylidene Dihydro-2,5-furandione), Cl (HCl). The solvent is O (water). The product is [Cl-].C(CCC)[P+](C(CC(=O)O)C(=O)O)(CCCC)CCCC (Tri-n-butyl(1,2-dicarboxyethyl)phosphonium Chloride). As a reaction SMILES: [O:1]1C=CC(=O)C1=O.[CH2:8]([P:12]([CH2:24][CH2:25][CH2:26][CH3:27])([CH2:20][CH2:21][CH2:22][CH3:23])=[C:13]1[CH2:17][C:16](=[O:18])[O:15][C:14]1=[O:19])[CH2:9][CH2:10][CH3:11].[ClH:28]>O>[Cl-:28].[CH2:8]([P+:12]([CH2:24][CH2:25][CH2:26][CH3:27])([CH2:20][CH2:21][CH2:22][CH3:23])[CH:13]([C:14]([OH:1])=[O:19])[CH2:17][C:16]([OH:15])=[O:18])[CH2:9][CH2:10][CH3:11] |f:4.5|. Procedure details: The title compound was prepared and identified by the procedures in Example 12 except that the furandione reactant here used was the tri-n-butylphosphoranylidene dihydro-2,5-furandione from Example 1 and HCl was used in place of HBr. It too was a water-soluble white crystalline solid. Starting materials: C12C(CC(CC1)CC2)C(=O)Cl (2-Bicyclo[2.2.2]octanecarbonyl chloride), N[C@@H]1CN(CC1)CCC1=CC=CC=C1 ((S)-3-amino-1-(2-phenylethyl)pyrrolidine). The product is C1(=CC=CC=C1)CCN1CC(CC1)NC(=O)[C@@H]1C2CCC(C1)CC2 ((S)-N-(1-(2-phenylethyl)pyrrolidin-3-yl)-2-bicyclo[2.2.2]octanecarboxamide). RXN SMILES: [CH:1]12[CH2:8][CH2:7][CH:4]([CH2:5][CH2:6]1)[CH2:3][CH:2]2[C:9](Cl)=[O:10].[NH2:12][C@H:13]1[CH2:17][CH2:16][N:15]([CH2:18][CH2:19][C:20]2[CH:25]=[CH:24][CH:23]=[CH:22][CH:21]=2)[CH2:14]1>>[C:20]1([CH2:19][CH2:18][N:15]2[CH2:16][CH2:17][CH:13]([NH:12][C:9]([C@H:2]3[CH2:3][CH:4]4[CH2:7][CH2:8][CH:1]3[CH2:6][CH2:5]4)=[O:10])[CH2:14]2)[CH:21]=[CH:22][CH:23]=[CH:24][CH:25]=1. Procedure: 2-Bicyclo[2.2.2]octanecarbonyl chloride and (S)-3-amino-1-(2-phenylethyl)pyrrolidine were reacted under the same conditions as in Example 53 to give (S)-N-(1-(2-phenylethyl)pyrrolidin-3-yl)-2-bicyclo[2.2.2]octanecarboxamide. Starting materials: [BH4-], CO, Cl, [Li+], O=c1c(C2=NS(=O)(=O)c3ccccc3N2)c(O)c2ccccc2n1N=Cc1ccoc1, C1CCOC1, O. Product: O=c1c(C2=NS(=O)(=O)c3ccccc3N2)c(O)c2ccccc2n1NCc1ccoc1. RXN SMILES: [BH4-:34].[CH3:32][OH:33].[ClH:36].[Li+:35].[O:1]=[S:2]1(=[O:31])[N:3]=[C:4]([c:12]2[c:13](=[O:30])[n:14]([N:23]=[CH:24][c:25]3[cH:26][o:27][cH:28][cH:29]3)[c:15]3[cH:16][cH:17][cH:18][cH:19][c:20]3[c:21]2[OH:22])[NH:5][c:6]2[c:7]1[cH:8][cH:9][cH:10][cH:11]2.[O:37]1[CH2:38][CH2:39][CH2:40][CH2:41]1.[OH2:42]>>[O:1]=[S:2]1(=[O:31])[N:3]=[C:4]([c:12]2[c:13](=[O:30])[n:14]([NH:23][CH2:24][c:25]3[cH:26][o:27][cH:28][cH:29]3)[c:15]3[cH:16][cH:17][cH:18][cH:19][c:20]3[c:21]2[OH:22])[NH:5][c:6]2[c:7]1[cH:8][cH:9][cH:10][cH:11]2.